This data is from the Open Reaction Database (ORD), a public repository of structured organic reaction records. The task is: describe an organic reaction: reactants, conditions, products, and yield The reactants are C([O-])([O-])=O.[K+].[K+] (potassium carbonate), OC1=C(C(=C(C2=CC=CC=C12)O)C(=O)OCC)C(=O)OCC (Diethyl 1,4-dihydroxy-2,3-naphthalenedicarboxylate), CC(=O)C (acetone), BrCCC (1-Bromopropane). Run in C1(=CC=CC=C1)C (toluene). Conditions: temperature 60 celsius. Yields the product C(CC)OC1=C(C(=C(C2=CC=CC=C12)OCCC)C(=O)OCC)C(=O)OCC (Diethyl 1,4-bis(propyloxy)-2,3-naphthalenedicarboxylate). RXN SMILES: [OH:1][C:2]1[C:11]2[C:6](=[CH:7][CH:8]=[CH:9][CH:10]=2)[C:5]([OH:12])=[C:4]([C:13]([O:15][CH2:16][CH3:17])=[O:14])[C:3]=1[C:18]([O:20][CH2:21][CH3:22])=[O:19].C(=O)([O-])[O-].[K+].[K+].Br[CH2:30][CH2:31][CH3:32].[CH3:33][C:34]([CH3:36])=O>C1(C)C=CC=CC=1>[CH2:30]([O:1][C:2]1[C:11]2[C:6](=[CH:7][CH:8]=[CH:9][CH:10]=2)[C:5]([O:12][CH2:33][CH2:34][CH3:36])=[C:4]([C:13]([O:15][CH2:16][CH3:17])=[O:14])[C:3]=1[C:18]([O:20][CH2:21][CH3:22])=[O:19])[CH2:31][CH3:32] |f:1.2.3|. Procedure: Diethyl 1,4-dihydroxy-2,3-naphthalenedicarboxylate* (11 g, 36.1 mmol) was dissolved in acetone (180 ml) and potassium carbonate (24.9 g, 180.5 mmol) added and stirred. 1-Bromopropane (13.1 ml, 144.4 mmol) was added and the reaction mixture was heated at reflux (60° C.) overnight under argon. The reaction was cooled to room temperature and the inorganic solid filtered off. The solvent was evaporated to give an orange brown oil. The residue was taken up in toluene and washed with 5% potassium hydr... Starting materials: BrCc1ccccc1, Oc1ccc(Br)c(O)c1, CN(C)C=O, [KH], O. The product is Oc1ccc(Br)c(OCc2ccccc2)c1. RXN SMILES: [Br:16][CH2:17][c:18]1[cH:19][cH:20][cH:21][cH:22][cH:23]1.[Br:7][c:8]1[c:9]([OH:15])[cH:10][c:11]([OH:12])[cH:13][cH:14]1.[CH3:2][N:3]([CH3:4])[CH:5]=[O:6].[KH:1].[OH2:24]>>[Br:7][c:8]1[c:9]([O:15][CH2:17][c:18]2[cH:19][cH:20][cH:21][cH:22][cH:23]2)[cH:10][c:11]([OH:12])[cH:13][cH:14]1. Product: COC(=O)C1=NC(=C2N=CN(C2=N1)[C@H]1C=C[C@H](C1)OC(=O)OCC)NCC(C1=CC=CC=C1)C1=CC=CC=C1 (6-(2,2-Diphenyl-ethylamino)-9-((1R,4S)-4-ethoxycarbonyloxy-cyclopent-2-enyl)-9H-purine-2-carboxylic acid methyl ester). Reported procedure: This compound is prepared by an analogous procedure to carbonic acid (1S,4R)-4-[2-chloro-6-(2,2-diphenyl-ethylamino)-purin-9-yl]-cyclopent-2-enyl ester ethyl ester (Intermediate AA3) by replacing (1S,4R)-4-[2-chloro-6-(2,2-diphenyl-ethylamino)-purin-9-yl]-cyclopent-2-enol with 6-(2,2-diphenyl-ethylamino)-9-((1R,4S)-4-hydroxy-cyclopent-2-enyl)-9H-purine-2-carboxylic acid methyl ester (step 2) MS (ES+) m/e 528.3 (MH+). RXN SMILES: [CH2:1]([O:3][C:4](=[O:36])[O:5][C@H:6]1[CH2:10][C@@H:9]([N:11]2[CH:19]=[N:18][C:17]3[C:12]2=[N:13][C:14](Cl)=[N:15][C:16]=3[NH:20][CH2:21][CH:22]([C:29]2[CH:34]=[CH:33][CH:32]=[CH:31][CH:30]=2)[C:23]2[CH:28]=[CH:27][CH:26]=[CH:25][CH:24]=2)[CH:8]=[CH:7]1)[CH3:2].[CH3:37][O:38][C:39](C1N=C2C(N=CN2[C@@H]2C[C@H](O)C=C2)=C(NCC(C2C=CC=CC=2)C2C=CC=CC=2)N=1)=[O:40]>>[CH3:37][O:38][C:39]([C:14]1[N:13]=[C:12]2[C:17]([N:18]=[CH:19][N:11]2[C@@H:9]2[CH2:10][C@H:6]([O:5][C:4]([O:3][CH2:1][CH3:2])=[O:36])[CH:7]=[CH:8]2)=[C:16]([NH:20][CH2:21][CH:22]([C:29]2[CH:34]=[CH:33][CH:32]=[CH:31][CH:30]=2)[C:23]2[CH:28]=[CH:27][CH:26]=[CH:25][CH:24]=2)[N:15]=1)=[O:40]. The reactants are C(C)OC(O[C@@H]1C=C[C@@H](C1)N1C2=NC(=NC(=C2N=C1)NCC(C1=CC=CC=C1)C1=CC=CC=C1)Cl)=O (carbonic acid (1S,4R)-4-[2-chloro-6-(2,2-diphenyl-ethylamino)-purin-9-yl]-cyclopent-2-enyl ester ethyl ester), COC(=O)C1=NC(=C2N=CN(C2=N1)[C@H]1C=C[C@H](C1)O)NCC(C1=CC=CC=C1)C1=CC=CC=C1 (6-(2,2-diphenyl-ethylamino)-9-((1R,4S)-4-hydroxy-cyclopent-2-enyl)-9H-purine-2-carboxylic acid methyl ester). Reactants: CC(C)N1CCC(Oc2ccc3c(c2)cc(C(=O)N2CCNCC2)n3C(C)C)CC1, Cl, O=S(=O)(Cl)CC(F)(F)F. Product: CC(C)N1CCC(Oc2ccc3c(c2)cc(C(=O)N2CCN(S(=O)(=O)CC(F)(F)F)CC2)n3C(C)C)CC1. As a reaction SMILES: [CH:2]([CH3:3])([CH3:4])[n:5]1[c:6]([C:24](=[O:25])[N:26]2[CH2:27][CH2:28][NH:29][CH2:30][CH2:31]2)[cH:7][c:8]2[cH:9][c:10]([O:14][CH:15]3[CH2:16][CH2:17][N:18]([CH:21]([CH3:22])[CH3:23])[CH2:19][CH2:20]3)[cH:11][cH:12][c:13]12.[ClH:1].[F:32][C:33]([CH2:34][S:35](=[O:36])(=[O:37])[Cl:38])([F:39])[F:40]>>[CH:2]([CH3:3])([CH3:4])[n:5]1[c:6]([C:24](=[O:25])[N:26]2[CH2:27][CH2:28][N:29]([S:35]([CH2:34][C:33]([F:32])([F:39])[F:40])(=[O:36])=[O:37])[CH2:30][CH2:31]2)[cH:7][c:8]2[cH:9][c:10]([O:14][CH:15]3[CH2:16][CH2:17][N:18]([CH:21]([CH3:22])[CH3:23])[CH2:19][CH2:20]3)[cH:11][cH:12][c:13]12. Run in C(C)O (ethanol). Reactants: [OH-].[K+] (potassium hydroxide), C(C)C1=C2C(=C(C=C(C2=CC=C1)\C=C(/C(=O)OCC)\C)OC)OCOC (ethyl (Z)-3-(5-ethyl-3-methoxy-4-methoxymethoxy-1-naphthyl)-2-methylpropenoate), Cl (hydrochloric acid). The yield is 116.0%. Procedure: 71.2 g of ethyl (Z)-3-(5-ethyl-3-methoxy-4-methoxymethoxy-1-naphthyl)-2-methylpropenoate was dissolved in 600 ml of ethanol and a potassium hydroxide aqueous solution (potassium hydroxide 71 g/water 140 ml) was added, followed by refluxing for 1 hour. The reaction mixture was cooled on an ice bath, after which 700 ml of 2N hydrochloric acid was added to make it acidic, followed by extraction with ethyl acetate. The organic layer was washed with brine, dried over anhydrous magnesium sulfate. The ... RXN SMILES: [CH2:1]([C:3]1[CH:12]=[CH:11][CH:10]=[C:9]2[C:4]=1[C:5]([O:23]COC)=[C:6]([O:21][CH3:22])[CH:7]=[C:8]2/[CH:13]=[C:14](/[CH3:20])\[C:15]([O:17]CC)=[O:16])[CH3:2].[OH-].[K+].Cl>C(O)C>[CH2:1]([C:3]1[CH:12]=[CH:11][CH:10]=[C:9]2[C:4]=1[C:5]([OH:23])=[C:6]([O:21][CH3:22])[CH:7]=[C:8]2/[CH:13]=[C:14](/[CH3:20])\[C:15]([OH:17])=[O:16])[CH3:2] |f:1.2|. Product: C(C)C1=C2C(=C(C=C(C2=CC=C1)\C=C(/C(=O)O)\C)OC)O ((Z)-3-(5-ethyl-4-hydroxy-3-methoxy-1-naphthyl)-2-methylpropenoic acid). Reaction SMILES: [CH3:103][N:104]([CH3:105])[CH:106]=[O:107].[CH3:1][O:2][c:3]1[cH:4][c:5]2[c:6]([cH:7][cH:8]1)[nH:9][c:10]1[c:11]2[c:12]2[c:13]([c:14]3[c:15]4[cH:16][c:17]([O:24][CH3:25])[cH:18][cH:19][c:20]4[n:21]([CH3:23])[c:22]13)[C:26](=[O:30])[NH:27][C:28]2=[O:29].[CH3:31][O:32][C:33]1=[CH:61][c:60]2[c:37]([nH:38][c:39]3[c:40]4[n:41]([CH3:42])[c:43]5[c:44]([cH:45][c:46]([O:47][CH3:48])[cH:49][cH:50]5)[c:51]4[c:52]4[c:58]([c:59]32)[C:56](=[O:57])[N:54]([CH3:55])[CH2:53]4)[C:35](=[O:36])[CH2:34]1.[CH3:62][O:63][c:64]1[cH:65][cH:66][c:67]2[nH:68][c:69]3[c:70]4[nH:71][c:72]5[c:73]([cH:74][c:75]([O:76][CH3:77])[cH:78][cH:79]5)[c:80]4[c:81]4[c:88]([c:89]3[c:90]2[cH:91]1)[C:86](=[O:87])[N:84]([CH3:85])[C:82]4=[O:83].[CH3:92][I:93].[CH3:94][O:95][S:96]([O:97][CH3:98])(=[O:99])=[O:100].[H-:101].[Na+:102]>>[CH3:1][O:2][c:3]1[cH:4][c:5]2[c:6]([cH:7][cH:8]1)[nH:9][c:10]1[c:11]2[c:12]2[c:13]([c:14]3[c:15]4[cH:16][c:17]([O:24][CH3:25])[cH:18][cH:19][c:20]4[n:21]([CH3:23])[c:22]13)[C:26](=[O:30])[N:27]([CH3:31])[C:28]2=[O:29]. Yields the product COc1ccc2[nH]c3c(c4c(c5c6cc(OC)ccc6n(C)c35)C(=O)N(C)C4=O)c2c1. Reactants: CN(C)C=O, COc1ccc2[nH]c3c(c4c(c5c6cc(OC)ccc6n(C)c35)C(=O)NC4=O)c2c1, COC1=Cc2c([nH]c3c2c2c(c4c5cc(OC)ccc5n(C)c34)CN(C)C2=O)C(=O)C1, COc1ccc2[nH]c3c4[nH]c5ccc(OC)cc5c4c4c(c3c2c1)C(=O)N(C)C4=O, CI, COS(=O)(=O)OC, [H-], [Na+].